From a dataset of the Open Reaction Database (ORD), a public repository of structured organic reaction records. describe an organic reaction: reactants, conditions, products, and yield Reactants: C(C)(C)(C)OC(NC1(C(C1)C=C)CO)=O ((1-Hydroxymethyl-2-vinylcyclopropyl)-carbamic acid tert-butyl ester), CC(=O)OI1(C=2C=CC=CC2C(=O)O1)(OC(=O)C)OC(=O)C (Dess-Martin periodinane), S(O)(O)(=O)=O (sulfuric acid), CCCCCC.C(C)(=O)OCC (Hexane ethyl acetate). The reagents and catalysts are [NH4+].[NH4+].[O-][Mo](=O)(=O)[O-].S(=O)(=O)([O-])[O-].[Ce+3].S(=O)(=O)([O-])[O-].S(=O)(=O)([O-])[O-].[Ce+3] (ammoniummolybdate cerium sulfate). The solvent is ClCCl (dichloromethane), ClCCl (dichloromethane). Product: C(C)(C)(C)OC(NC1(C(C1)C=C)C=O)=O ((1-Formyl-2-vinyl-cyclopropyl)-carbamic acid tert-butyl ester). The yield is 35.9%. RXN SMILES: [C:1]([O:5][C:6](=[O:15])[NH:7][C:8]1([CH2:13][OH:14])[CH2:10][CH:9]1[CH:11]=[CH2:12])([CH3:4])([CH3:3])[CH3:2].CC(OI1(OC(C)=O)(OC(C)=O)OC(=O)C2C=CC=CC1=2)=O.CCCCCC.C(OCC)(=O)C.S(=O)(=O)(O)O>ClCCl.[NH4+].[NH4+].[O-][Mo]([O-])(=O)=O.S([O-])([O-])(=O)=O.[Ce+3].S([O-])([O-])(=O)=O.S([O-])([O-])(=O)=O.[Ce+3]>[C:1]([O:5][C:6](=[O:15])[NH:7][C:8]1([CH:13]=[O:14])[CH2:10][CH:9]1[CH:11]=[CH2:12])([CH3:4])([CH3:2])[CH3:3] |f:2.3,6.7.8.9.10.11.12.13|. Procedure details: To a stirred solution of the alcohol 19a (0.152 g, 0.71 mmol) in dichloromethane (5 ml) was added Dess-Martin periodinane (0.33 g, 0.78 mmol) at rt. The reaction was monitored by TLC (3:2 Hexane-ethyl acetate, UV-monitoring and staining using ammoniummolybdate-cerium sulfate in aq. 10% sulfuric acid). Staining indicates a fairly clean reaction, but UV monitoring indicates several byproducts. After 1 h the obtained yellow-red solution was diluted with dichloromethane (20 ml), then washed with 1:1... Reactants: Cl (hydrochloric acid), NC=1SC=C(N1)C(C(=O)N[C@H]1[C@@H]2N(C(=C(CS2)C[N+]=2N(C(=CC2)NC=O)CCO)C(=O)[O-])C1=O)=NOC(F)F (7β-[2-(2-aminothiazol-4-yl)-2(difluoromethoxyimino)acetamido]-3-[3-formamido-2-(2-hydroxyethyl)-1-pyrazolio]methyl-3-cephem-4-carboxylate), C(C)(=O)OCC (ethyl acetate). Solvent: CO (methanol). Run at time 2 hour. Product: NC=1SC=C(N1)C(C(=O)N[C@H]1[C@@H]2N(C(=C(CS2)C[N+]=2N(C(=CC2)N)CCO)C(=O)[O-])C1=O)=NOC(F)F (7β-[2-(2-aminothiazol-4-yl)-2-(difluoromethoxyimino)acetamido]-3-[3-amino-2-(2-hydroxyethyl)-1-pyrazolio]methyl-3-cephem-4-carboxylate). The yield is 61.5%. Reaction SMILES: [NH2:1][C:2]1[S:3][CH:4]=[C:5]([C:7](=[N:35][O:36][CH:37]([F:39])[F:38])[C:8]([NH:10][C@@H:11]2[C:33](=[O:34])[N:13]3[C:14]([C:30]([O-:32])=[O:31])=[C:15]([CH2:18][N+:19]4[N:20]([CH2:27][CH2:28][OH:29])[C:21]([NH:24]C=O)=[CH:22][CH:23]=4)[CH2:16][S:17][C@H:12]23)=[O:9])[N:6]=1.Cl.C(OCC)(=O)C>CO>[NH2:1][C:2]1[S:3][CH:4]=[C:5]([C:7](=[N:35][O:36][CH:37]([F:38])[F:39])[C:8]([NH:10][C@@H:11]2[C:33](=[O:34])[N:13]3[C:14]([C:30]([O-:32])=[O:31])=[C:15]([CH2:18][N+:19]4[N:20]([CH2:27][CH2:28][OH:29])[C:21]([NH2:24])=[CH:22][CH:23]=4)[CH2:16][S:17][C@H:12]23)=[O:9])[N:6]=1. Procedure: To a suspension of 7β-[2-(2-aminothiazol-4-yl)-2(difluoromethoxyimino)acetamido]-3-[3-formamido-2-(2-hydroxyethyl)-1-pyrazolio]methyl-3-cephem-4-carboxylate (syn isomer) (0.7 g) in methanol (3.5 ml) was added concentrated hydrochloric acid (0.42 ml) at ambient temperature. After being stirred at the same temperature for 2 hours, the mixture was poured into ethyl acetate. The resulting precipitate was collected by filtration. The precipitate was dissolved in water, and adjusted to pH 2 with 5% aq... The reactants are C(C)(C)(C)C1=CC(=C(C=N1)C=1N([C@]([C@](N1)(C)C1=CC=C(C=C1)Cl)(C)C1=CC=C(C=C1)Cl)C(=O)N1CCC(CC1)CC(=O)O)OCC ({1-[(4S,5R)-2-(6-tert-butyl-4-ethoxy-pyridin-3-yl)-4,5-bis-(4-chloro-phenyl)-4,5-dimethyl-4,5-dihydro-imidazole-1-carbonyl]-piperidin-4-yl}-acetic acid), FC=1C=C(C=CC1)[C@H](C)N ((S)-1-(3-fluorophenyl)ethylamine). The product is C(C)(C)(C)C1=CC(=C(C=N1)C=1N([C@]([C@](N1)(C)C1=CC=C(C=C1)Cl)(C)C1=CC=C(C=C1)Cl)C(=O)N1CCC(CC1)CC(=O)N[C@@H](C)C1=CC(=CC=C1)F)OCC (2-{1-[(4S,5R)-2-(6-tert-Butyl-4-ethoxy-pyridin-3-yl)-4,5-bis-(4-chloro-phenyl)-4,5-dimethyl-4,5-dihydro-imidazole-1-carbonyl]-piperidin-4-yl}-N-[(S)-1-(3-fluoro-phenyl)-ethyl]-acetamide). Reaction SMILES: [C:1]([C:5]1[N:10]=[CH:9][C:8]([C:11]2[N:12]([C:32]([N:34]3[CH2:39][CH2:38][CH:37]([CH2:40][C:41]([OH:43])=O)[CH2:36][CH2:35]3)=[O:33])[C@@:13]([C:25]3[CH:30]=[CH:29][C:28]([Cl:31])=[CH:27][CH:26]=3)([CH3:24])[C@@:14]([C:17]3[CH:22]=[CH:21][C:20]([Cl:23])=[CH:19][CH:18]=3)([CH3:16])[N:15]=2)=[C:7]([O:44][CH2:45][CH3:46])[CH:6]=1)([CH3:4])([CH3:3])[CH3:2].[F:47][C:48]1[CH:49]=[C:50]([C@@H:54]([NH2:56])[CH3:55])[CH:51]=[CH:52][CH:53]=1>>[C:1]([C:5]1[N:10]=[CH:9][C:8]([C:11]2[N:12]([C:32]([N:34]3[CH2:35][CH2:36][CH:37]([CH2:40][C:41]([NH:56][C@H:54]([C:50]4[CH:51]=[CH:52][CH:53]=[C:48]([F:47])[CH:49]=4)[CH3:55])=[O:43])[CH2:38][CH2:39]3)=[O:33])[C@@:13]([C:25]3[CH:30]=[CH:29][C:28]([Cl:31])=[CH:27][CH:26]=3)([CH3:24])[C@@:14]([C:17]3[CH:22]=[CH:21][C:20]([Cl:23])=[CH:19][CH:18]=3)([CH3:16])[N:15]=2)=[C:7]([O:44][CH2:45][CH3:46])[CH:6]=1)([CH3:4])([CH3:2])[CH3:3]. Procedure details: In a manner analogous to the method described in example 163, {1-[(4S,5R)-2-(6-tert-butyl-4-ethoxy-pyridin-3-yl)-4,5-bis-(4-chloro-phenyl)-4,5-dimethyl-4,5-dihydro-imidazole-1-carbonyl]-piperidin-4-yl}-acetic acid was reacted with (S)-1-(3-fluorophenyl)ethylamine (Synquest) to give the title product. LC-MS (ES+) 786 [(M+H)+]. Starting materials: O1CCCC1 (tetrahydrofuran), [B-](F)(F)(F)F.[Na+] (sodium borofluoride), O (water), O1CCCC1 (tetrahydrofuran). Solvent: S(O)(O)(=O)=O (sulfuric acid). Run at temperature 20 celsius, time 2 hour. Product: CCCCO[C@@H](CC)CO (PTMG). Reaction SMILES: [B-](F)(F)(F)F.[Na+].[O:7]1[CH2:11][CH2:10][CH2:9][CH2:8]1.[OH2:12]>S(=O)(=O)(O)O>[CH3:8][CH2:9][CH2:10][CH2:11][O:7][C@H:9]([CH2:8][OH:12])[CH2:10][CH3:11] |f:0.1|. Reported procedure: In the same manner as in Example 17, a solution prepared by dissolving 1.5 g of sodium borofluoride in 55 g of 25% fuming sulfuric acid was dropped into 500 g of tetrahydrofuran at -10° C. over 30 minutes, and the mixture was subjected to reaction at -10° C. for one hour. The conversion at this point was 20%. Then the reaction mixture was heated to 20° C. and subjected to reaction at this temperature for 2 hours. The final conversion was 61%. Then, to the polymerization product was added 520 g o... Reactants: Boc, C(C)(C)(C)OC(=O)N1C2C(C(C1)OC1=CC(=C(C=C1)F)F)N(CC2)C(C(C(C)(C)C)NC(C(C)N(C)C(=O)OCC2=CC=CC=C2)=O)=O (4-{2-[2-(Benzyloxycarbonyl-methyl-amino)-propionylamino]-3,3-dimethyl-butyryl}-3-(3,4-difluoro-phenoxy)-hexahydro-pyrrolo[3,2-b]pyrrole-1-carboxylic acid tert-butyl ester), C(=O)(C(F)(F)F)O (TFA). Solvent: C(Cl)Cl (DCM). Reaction conditions: temperature 0 celsius, time 2 hour. Product: C(C1=CC=CC=C1)OC(N(C)C(C)C(NC(C(C)(C)C)C(=O)N1C2C(CC1)NCC2OC2=CC(=C(C=C2)F)F)=O)=O ((1-{1-[6-(3,4-Difluoro-phenoxy)-hexahydro-pyrrolo[3,2-b]pyrrole-1-carbonyl]-2,2-dimethyl-propylcarbamoyl}-ethyl)-methyl-carbamic acid benzyl ester). The yield is 101.9%. As a reaction SMILES: C(OC([N:8]1[CH2:12][CH:11]([O:13][C:14]2[CH:19]=[CH:18][C:17]([F:20])=[C:16]([F:21])[CH:15]=2)[CH:10]2[N:22]([C:25](=[O:48])[CH:26]([NH:31][C:32](=[O:47])[CH:33]([N:35]([C:37]([O:39][CH2:40][C:41]3[CH:46]=[CH:45][CH:44]=[CH:43][CH:42]=3)=[O:38])[CH3:36])[CH3:34])[C:27]([CH3:30])([CH3:29])[CH3:28])[CH2:23][CH2:24][CH:9]12)=O)(C)(C)C.C(O)(C(F)(F)F)=O>C(Cl)Cl>[CH2:40]([O:39][C:37](=[O:38])[N:35]([CH:33]([C:32](=[O:47])[NH:31][CH:26]([C:25]([N:22]1[CH2:23][CH2:24][CH:9]2[NH:8][CH2:12][CH:11]([O:13][C:14]3[CH:19]=[CH:18][C:17]([F:20])=[C:16]([F:21])[CH:15]=3)[CH:10]12)=[O:48])[C:27]([CH3:28])([CH3:30])[CH3:29])[CH3:34])[CH3:36])[C:41]1[CH:46]=[CH:45][CH:44]=[CH:43][CH:42]=1. Reported procedure: The Boc-containing compound 34 (2.0 g, 3.0 mmol) was dissolved in DCM (30 mL) and cooled to 0° C. TFA (10 mL) was added and the reaction mixture was slowly warmed to ambient temperature. After 2 h, the reaction mixture was concentrated in vacuo and the crude residue was dissolved in EtOAc and washed successively with saturated aqueous NaHCO3 and brine. The organic extract was dried over anhydrous Na2SO4, filtered, and concentrated to afford 1.75 g of compound 35 as a white solid. Mass spectrum, ... The reactants are CCCN(CC)C(=O)c1cc(C(=O)OC)cc(-c2ncco2)c1, CO, ClC(Cl)Cl, [Li+], C1CCOC1, [OH-], O, O. Yields the product CCCN(CC)C(=O)c1cc(C(=O)O)cc(-c2ncco2)c1. Reaction SMILES: [CH2:1]([CH3:2])[N:3]([C:4](=[O:5])[c:6]1[cH:7][c:8]([C:9](=[O:10])[O:11][CH3:12])[cH:13][c:14](-[c:16]2[o:17][cH:18][cH:19][n:20]2)[cH:15]1)[CH2:21][CH2:22][CH3:23].[CH3:28][OH:29].[CH:35]([Cl:36])([Cl:37])[Cl:38].[Li+:26].[O:30]1[CH2:31][CH2:32][CH2:33][CH2:34]1.[OH-:25].[OH2:24].[OH2:27]>>[CH2:1]([CH3:2])[N:3]([C:4](=[O:5])[c:6]1[cH:7][c:8]([C:9](=[O:10])[OH:11])[cH:13][c:14](-[c:16]2[o:17][cH:18][cH:19][n:20]2)[cH:15]1)[CH2:21][CH2:22][CH3:23]. Reaction SMILES: [C:16]([CH2:17][CH2:18][CH2:19][CH2:20][CH2:21][CH2:22][CH2:23][CH3:24])(=[O:25])[Cl:26].[Cl:27][CH:28]([Cl:29])[CH3:30].[NH2:1][c:2]1[cH:3][cH:4][c:5]([Cl:6])[c:7]([Cl:8])[cH:9]1.[cH:10]1[cH:11][cH:12][n:13][cH:14][cH:15]1>>[NH:1]([c:2]1[cH:3][cH:4][c:5]([Cl:6])[c:7]([Cl:8])[cH:9]1)[C:16]([CH2:17][CH2:18][CH2:19][CH2:20][CH2:21][CH2:22][CH2:23][CH3:24])=[O:25]. Yields the product CCCCCCCCC(=O)Nc1ccc(Cl)c(Cl)c1. Reactants: CCCCCCCCC(=O)Cl, CC(Cl)Cl, Nc1ccc(Cl)c(Cl)c1, c1ccncc1.